From a dataset of the Open Reaction Database (ORD), a public repository of structured organic reaction records. describe an organic reaction: reactants, conditions, products, and yield The reactants are FC1=C(C(=O)O)C(=C(C(=C1C)F)F)[N+](=O)[O-] (2,4,5-trifluoro-3-methyl-6-nitrobenzoic acid), C(C(=O)Cl)(=O)Cl (oxalyl chloride). The reagents and catalysts are CN(C=O)C (N,N-dimethylformamide). The solvent is C(Cl)Cl (methylene chloride). Run at time 2 hour. The product is FC1=C(C(=O)Cl)C(=C(C(=C1C)F)F)[N+](=O)[O-] (2,4,5-trifluoro-3-methyl-6-nitrobenzoyl chloride). RXN SMILES: [F:1][C:2]1[C:10]([CH3:11])=[C:9]([F:12])[C:8]([F:13])=[C:7]([N+:14]([O-:16])=[O:15])[C:3]=1[C:4](O)=[O:5].C(Cl)(=O)C([Cl:20])=O>CN(C)C=O.C(Cl)Cl>[F:1][C:2]1[C:10]([CH3:11])=[C:9]([F:12])[C:8]([F:13])=[C:7]([N+:14]([O-:16])=[O:15])[C:3]=1[C:4]([Cl:20])=[O:5]. Procedure: A suspension containing 27.0 g of 2,4,5-trifluoro-3-methyl-6-nitrobenzoic acid, 19.5 ml of oxalyl chloride, 270 ml of methylene chloride, and a few drops of N,N-dimethylformamide was stirred at room temperature for 2 hours. The reaction mixture was concentrated under reduced pressure to give 2,4,5-trifluoro-3-methyl-6-nitrobenzoyl chloride. Separately, a few drops of carbon tetrachloride was added to a suspension of 3.08 g of magnesium in 6.4 ml of absolute ethanol, and then a solution of 19.2 m... Starting materials: FC(C(I)(F)F)(F)F (pentafluoroiodoethane), C[Li].[Br-].[Li+] (methyllithium lithium bromide), FC1=C(C=CC(=C1)F)C=CC(=O)N(C)OC (3-(2,4-difluoro-phenyl)-N-methoxy-N-methyl-acrylamide). Conditions: time 20 minute. Yields the product FC1=C(C=CC(=C1)F)C=CC(C(C(F)(F)F)(F)F)=O (1-(2,4-difluoro-phenyl)-4,4,5,5,5-pentafluoro-pent-1-en-3-one). Yield: 98.5%. As a reaction SMILES: [F:1][C:2]([F:8])([F:7])[C:3]([F:6])([F:5])I.C[Li].[Br-].[Li+].[F:13][C:14]1[CH:19]=[C:18]([F:20])[CH:17]=[CH:16][C:15]=1[CH:21]=[CH:22][C:23](N(OC)C)=[O:24]>>[F:13][C:14]1[CH:19]=[C:18]([F:20])[CH:17]=[CH:16][C:15]=1[CH:21]=[CH:22][C:23](=[O:24])[C:3]([F:6])([F:5])[C:2]([F:8])([F:7])[F:1] |f:1.2.3|. Procedure details: To a saturated solution of pentafluoroiodoethane (0.84 M, in diethyl ether) (79.0 mL, 66.0 mmol), was slowly added a solution of methyllithium/lithium bromide (1.5 M, in diethyl ether) (44.0 mL, 66.0 mmol) under nitrogen atmosphere at −78° C. The reaction mixture was stirred for 20 minutes and then a solution of 3-(2,4-difluoro-phenyl)-N-methoxy-N-methyl-acrylamide (5.0 g, 22.0 mmol, in diethyl ether 30.0 mL) prepared in Step 2 was slowly added thereto at −78° C. The reaction mixture was stirred... The reactants are [OH-].[Na+] (sodium hydroxide), Cl (hydrochloric acid), ice water, ClC1=C(C=CC(=C1Cl)C(CCC)=O)O (2,3-dichloro-4-butyrylphenol), C([O-])([O-])=O.[K+].[K+] (potassium carbonate), BrCCCCC(=O)OCC (ethyl 5-bromovalerate). Run in O (water), CN(C=O)C (N,N-dimethylformamide). Reaction conditions: temperature 60 celsius. Product: ClC1=C(OCCCCC(=O)O)C=CC(=C1Cl)C(CCC)=O (5-(2,3-dichloro-4-butyrylphenoxy)valeric acid). Reaction SMILES: [Cl:1][C:2]1[C:7]([Cl:8])=[C:6]([C:9](=[O:13])[CH2:10][CH2:11][CH3:12])[CH:5]=[CH:4][C:3]=1[OH:14].C(=O)([O-])[O-].[K+].[K+].Br[CH2:22][CH2:23][CH2:24][CH2:25][C:26]([O:28]CC)=[O:27].[OH-].[Na+].Cl>CN(C)C=O.O>[Cl:1][C:2]1[C:7]([Cl:8])=[C:6]([C:9](=[O:13])[CH2:10][CH2:11][CH3:12])[CH:5]=[CH:4][C:3]=1[O:14][CH2:22][CH2:23][CH2:24][CH2:25][C:26]([OH:28])=[O:27] |f:1.2.3,5.6|. Reported procedure: A mixture of 2,3-dichloro-4-butyrylphenol (7 g, 0.03 mole), potassium carbonate (7.5 g, 0.054 mole) and ethyl 5-bromovalerate (9.5 g, 0.045 mole) in N,N-dimethylformamide (60 ml) were stirred and heated at 60° C. for 3 hours. The mixture was treated with 10 normal sodium hydroxide (12 ml) and water (50 ml), then stirred and heated on a steam bath for 2.5 hours. The solution was poured into ice water containing hydrochloric acid. The solid that separated was removed by filtration, washed with wat... Reactants: C(CCCCC)SC1=C(NC=N1)C=1C=NC=CC1 (3-(5-Hexylsulfanyl-3H-imidazol-4-yl]-pyridine), 22A, CI (CH3I), title compound ( 76B ), CSC=1C(=NNC1)C=1C=NC=CC1 (3-(4-methylsulfanyl-1H-pyrazol-3-yl)-pyridine). Yields the product C(CCCCC)SC1=C(NC=N1)C=1CN(CCC1)C (3-(5-Hexylsulfanyl-3H-imidazol-4-yl)-1,2,5,6-tetrahydro-1-methylpyridine). As a reaction SMILES: [CH2:1]([S:7][C:8]1[N:12]=[CH:11][NH:10][C:9]=1[C:13]1[CH:14]=[N:15][CH:16]=[CH:17][CH:18]=1)[CH2:2][CH2:3][CH2:4][CH2:5][CH3:6].[CH3:19]SC1C(C2C=NC=CC=2)=NNC=1.CI>>[CH2:1]([S:7][C:8]1[N:12]=[CH:11][NH:10][C:9]=1[C:13]1[CH2:14][N:15]([CH3:19])[CH2:16][CH2:17][CH:18]=1)[CH2:2][CH2:3][CH2:4][CH2:5][CH3:6]. Procedure: 3-(5-Hexylsulfanyl-3H-imidazol-4-yl]-pyridine (77) was converted to the title compound (76B) using the methodology described for the conversion of 21A to 22A (see Scheme 3) (the quaternization however was done at room temperature with a slight excess of CH3I). Yield: 70% (oil). LCMS (method A); Rt: 1.21 min, ([M+H]+=280). 1H-NMR (400 MHz, CDCl3): δ 7.53 (s, 1H), 6.40-6.29 (m, 1H), 3.45-3.41 (m, 2H), 2.79-2.72 (m, 2H), 2.59 (t, J=6 Hz, 2H), 2.45 (s, 3H), 2.41-2.37 (m, 2H), 1.55-1.49 (m, 2H), 1.38... The reactants are CO, [Cl-], O=[N+]([O-])c1ccccc1-c1nc2cnccc2s1, [NH4+], O. The product is Nc1ccccc1-c1nc2cnccc2s1. Reaction SMILES: [CH3:21][OH:22].[Cl-:19].[N+:1]([O-:2])(=[O:3])[c:4]1[c:5](-[c:10]2[s:11][c:12]3[c:13]([cH:14][n:15][cH:16][cH:17]3)[n:18]2)[cH:6][cH:7][cH:8][cH:9]1.[NH4+:20].[OH2:23]>>[NH2:1][c:4]1[c:5](-[c:10]2[s:11][c:12]3[c:13]([cH:14][n:15][cH:16][cH:17]3)[n:18]2)[cH:6][cH:7][cH:8][cH:9]1. Yields the product NC1=C2C(=NC=3N1N=CC3C=3C=NC(=CC3)C3=CC=CC=C3)CN(C2)C(=O)OC(C)(C)C (tert-butyl 8-amino-3-(6-phenylpyridin-3-yl)-5H-pyrazolo[1,5-a]pyrrolo[3,4-d]pyrimidine-6(7H)-carboxylate). Run in C1(=CC=CC=C1)C (toluene). Reactants: C(#N)C1CN(CC1=O)C(=O)OC(C)(C)C (tert-butyl 3-cyano-4-oxopyrrolidine-1-carboxylate), C1(=CC=CC=C1)C1=CC=C(C=N1)C=1C=NNC1N (4-(6-phenylpyridin-3-yl)-1H-pyrazol-5-amine). Procedure details: A mixture of tert-butyl 3-cyano-4-oxopyrrolidine-1-carboxylate (60.3 mg, 0.28 mmoL) and 4-(6-phenylpyridin-3-yl)-1H-pyrazol-5-amine (67.8 mg, 0.28 mmoL) in toluene (5 mL) was heated at 115° C. overnight. Concentration afforded crude tert-butyl 8-amino-3-(6-phenylpyridin-3-yl)-5H-pyrazolo[1,5-a]pyrrolo[3,4-d]pyrimidine-6(7H)-carboxylate, which was converted to 3-(6-phenylpyridin-3-yl)-6,7-dihydro-5H-pyrazolo[1,5-a]pyrrolo[3,4-d]pyrimidin-8-amine by the treatment of 20% TFA/CH2Cl2 at room temperat... Reaction SMILES: [C:1]([CH:3]1[C:7](=O)[CH2:6][N:5]([C:9]([O:11][C:12]([CH3:15])([CH3:14])[CH3:13])=[O:10])[CH2:4]1)#[N:2].[C:16]1([C:22]2[N:27]=[CH:26][C:25]([C:28]3[CH:29]=[N:30][NH:31][C:32]=3[NH2:33])=[CH:24][CH:23]=2)[CH:21]=[CH:20][CH:19]=[CH:18][CH:17]=1>C1(C)C=CC=CC=1>[NH2:2][C:1]1[N:31]2[N:30]=[CH:29][C:28]([C:25]3[CH:26]=[N:27][C:22]([C:16]4[CH:21]=[CH:20][CH:19]=[CH:18][CH:17]=4)=[CH:23][CH:24]=3)=[C:32]2[N:33]=[C:7]2[CH2:6][N:5]([C:9]([O:11][C:12]([CH3:15])([CH3:14])[CH3:13])=[O:10])[CH2:4][C:3]=12. Reaction conditions: temperature 115 celsius.